From a dataset of the Open Reaction Database (ORD), a public repository of structured organic reaction records. describe an organic reaction: reactants, conditions, products, and yield The reactants are COc1ccc(F)cc1C(C)(C)CC(O)(CNc1cccc2nc(NC(C)=O)ccc12)C(F)(F)F, [Cl-], [Na+], [Na+], [OH-]. Product: COc1ccc(F)cc1C(C)(C)CC(O)(CNc1cccc2nc(N)ccc12)C(F)(F)F. Reaction SMILES: [C:1](=[O:2])([CH3:3])[NH:4][c:5]1[n:6][c:7]2[cH:8][cH:9][cH:10][c:11]([NH:15][CH2:16][C:17]([CH2:18][C:19]([CH3:20])([CH3:21])[c:22]3[c:23]([O:29][CH3:30])[cH:24][cH:25][c:26]([F:28])[cH:27]3)([OH:31])[C:32]([F:33])([F:34])[F:35])[c:12]2[cH:13][cH:14]1.[Cl-:38].[Na+:37].[Na+:39].[OH-:36]>>[NH2:4][c:5]1[n:6][c:7]2[cH:8][cH:9][cH:10][c:11]([NH:15][CH2:16][C:17]([CH2:18][C:19]([CH3:20])([CH3:21])[c:22]3[c:23]([O:29][CH3:30])[cH:24][cH:25][c:26]([F:28])[cH:27]3)([OH:31])[C:32]([F:33])([F:34])[F:35])[c:12]2[cH:13][cH:14]1. Starting materials: IC1=C(OC(C(=O)OCC)C(=O)OCC)C(=CC(=C1)I)I (2-(2,4,6-triiodophenoxy)-1,3-propanedioic acid, diethyl ester), C(CC(=O)[O-])(=O)[O-] (malonate), IC1=C(C(=CC(=C1)I)I)O (2,4,6-triiodophenol), C([O-])([O-])=O.[K+].[K+] (potassium carbonate). Run in hexanes, CN(C=O)C (dimethylformamide), CCOCC (ether), C(C)(=O)OCC (ethyl acetate), hexanes. Product: IC1=C(OC(C(=O)OC(C)C)C(=O)OC(C)C)C(=CC(=C1)I)I (Diisopropyl 2-(2,4,6-Triiodophenoxy)-1,3-propanedioate). RXN SMILES: [I:1][C:2]1[CH:19]=[C:18]([I:20])[CH:17]=[C:16]([I:21])[C:3]=1[O:4][CH:5]([C:11]([O:13][CH2:14][CH3:15])=[O:12])C(OCC)=O.[C:22]([O-])(=O)[CH2:23][C:24]([O-])=O.I[C:30]1C=C(I)C=C(I)C=1O.[C:39](=[O:42])([O-:41])[O-].[K+].[K+]>CCOCC.CN(C)C=O.C(OCC)(=O)C>[I:21][C:16]1[CH:17]=[C:18]([I:20])[CH:19]=[C:2]([I:1])[C:3]=1[O:4][CH:5]([C:11]([O:13][CH:14]([CH3:15])[CH3:30])=[O:12])[C:39]([O:41][CH:23]([CH3:24])[CH3:22])=[O:42] |f:3.4.5|. Procedure: A stirred solution of 18.8 g (0.1 mol) of diisopropyl malonate in 100 ml carbon tetrachloride was cooled in an ice bath and 15.8 g (0.1 mol) bromine was added dropwise over a 90 minute period. The ice bath was removed and the reaction stirred at room temperature for 20 hours. The reaction solution was concentrated in vacuo and the resulting residue distilled to yield 16.1 g (76%) of the bromomalonate I [H. P. Gallus and A. K. Macbeth, J. Chem. Soc., 1937, 1810-12] as a dear colorless liquid; Bp ... Starting materials: OO (Hydrogen peroxide), O (water), C(C1=CC=CC=C1)OC=1C=CC2=C(SC(=C2SC2=CC=CC=C2)C(=O)OCC)C1 (ethyl 6-(benzyloxy)-3-(phenylsulfanyl)benzo[b]thiophene-2-carboxylate). The solvent is C(C)(=O)O (acetic acid), O1CCCC1 (tetrahydrofuran). Reaction conditions: temperature 100 celsius. The product is C(C1=CC=CC=C1)OC=1C=CC2=C(SC(=C2S(=O)C2=CC=CC=C2)C(=O)OCC)C1 (Ethyl 6-(benzyloxy)-3-(phenylsulfinyl)benzo[b]thiophene2-carboxylate). RXN SMILES: [OH:1]O.O.[CH2:4]([O:11][C:12]1[CH:13]=[CH:14][C:15]2[C:19]([S:20][C:21]3[CH:26]=[CH:25][CH:24]=[CH:23][CH:22]=3)=[C:18]([C:27]([O:29][CH2:30][CH3:31])=[O:28])[S:17][C:16]=2[CH:32]=1)[C:5]1[CH:10]=[CH:9][CH:8]=[CH:7][CH:6]=1>C(O)(=O)C.O1CCCC1>[CH2:4]([O:11][C:12]1[CH:13]=[CH:14][C:15]2[C:19]([S:20]([C:21]3[CH:22]=[CH:23][CH:24]=[CH:25][CH:26]=3)=[O:1])=[C:18]([C:27]([O:29][CH2:30][CH3:31])=[O:28])[S:17][C:16]=2[CH:32]=1)[C:5]1[CH:6]=[CH:7][CH:8]=[CH:9][CH:10]=1. Procedure details: Hydrogen peroxide in water (0.15 ml of 30% w/v, 1.3 mmol) was added to a solution of ethyl 6-(benzyloxy)-3-(phenylsulfanyl)benzo[b]thiophene-2-carboxylate (Example 17--500 mg, 1.2 mmol) in acetic acid (5 ml) and tetrahydrofuran (5 ml). The mixture was heated to 100° C. for 3 hours. The solvents were removed by evaporation under reduced pressure, and the residue was partitioned between diethyl ether and aqueous sodium bicarbonate solution. The organic layer was separated, dried (magnesium sulfate... The reactants are CCCC[N+](CCCC)(CCCC)CCCC, C1CCOC1, CCOC(C)=O, Cc1ccc(Cl)cc1N1CCN(c2ncnc3c2c(C#CCO[Si](C)(C)C(C)(C)C)nn3C2CCCCO2)CC1, [F-]. The product is Cc1ccc(Cl)cc1N1CCN(c2ncnc3c2c(C#CCO)nn3C2CCCCO2)CC1. As a reaction SMILES: [CH2:42]([N+:43]([CH2:44][CH2:45][CH2:46][CH3:47])([CH2:48][CH2:49][CH2:50][CH3:51])[CH2:52][CH2:53][CH2:54][CH3:55])[CH2:56][CH2:57][CH3:58].[CH2:59]1[O:60][CH2:61][CH2:62][CH2:63]1.[CH3:64][CH2:65][O:66][C:67](=[O:68])[CH3:69].[Cl:1][c:2]1[cH:3][cH:4][c:5]([CH3:40])[c:6]([N:8]2[CH2:9][CH2:10][N:11]([c:14]3[c:15]4[c:16]([n:17][cH:18][n:19]3)[n:20]([CH:34]3[O:35][CH2:36][CH2:37][CH2:38][CH2:39]3)[n:21][c:22]4[C:23]#[C:24][CH2:25][O:26][Si:27]([C:28]([CH3:29])([CH3:30])[CH3:31])([CH3:32])[CH3:33])[CH2:12][CH2:13]2)[cH:7]1.[F-:41]>>[Cl:1][c:2]1[cH:3][cH:4][c:5]([CH3:40])[c:6]([N:8]2[CH2:9][CH2:10][N:11]([c:14]3[c:15]4[c:16]([n:17][cH:18][n:19]3)[n:20]([CH:34]3[O:35][CH2:36][CH2:37][CH2:38][CH2:39]3)[n:21][c:22]4[C:23]#[C:24][CH2:25][OH:26])[CH2:12][CH2:13]2)[cH:7]1. Starting materials: CO, CCCn1c(=O)c2[nH]c(C34CCC(C=CC(=O)O)(CC3)CC4)nc2n(CCC)c1=O. Product: CCCn1c(=O)c2[nH]c(C34CCC(CCC(=O)O)(CC3)CC4)nc2n(CCC)c1=O. RXN SMILES: [CH3:31][OH:32].[O:1]=[c:2]1[n:3]([CH2:28][CH2:29][CH3:30])[c:4](=[O:27])[c:5]2[nH:6][c:7]([C:14]34[CH2:15][CH2:16][C:17]([CH:22]=[CH:23][C:24](=[O:25])[OH:26])([CH2:18][CH2:19]3)[CH2:20][CH2:21]4)[n:8][c:9]2[n:10]1[CH2:11][CH2:12][CH3:13]>>[O:1]=[c:2]1[n:3]([CH2:28][CH2:29][CH3:30])[c:4](=[O:27])[c:5]2[nH:6][c:7]([C:14]34[CH2:15][CH2:16][C:17]([CH2:22][CH2:23][C:24](=[O:25])[OH:26])([CH2:18][CH2:19]3)[CH2:20][CH2:21]4)[n:8][c:9]2[n:10]1[CH2:11][CH2:12][CH3:13]. The reactants are [Li]CCCC, CC(C)CNCC(C)C, Cc1ccccc1. Product: CC(C)C[N-]CC(C)C, [Li+]. RXN SMILES: [CH2:10]([CH2:11][CH2:12][CH3:13])[Li:14].[CH2:1]([CH:2]([CH3:3])[CH3:4])[NH:5][CH2:6][CH:7]([CH3:8])[CH3:9].[CH3:15][c:16]1[cH:17][cH:18][cH:19][cH:20][cH:21]1>>[CH2:1]([CH:2]([CH3:3])[CH3:4])[N-:5][CH2:6][CH:7]([CH3:8])[CH3:9].[Li+:14]. Reactants: COc1cccc(C2(O)CCCNC2)c1, Cc1ccc(C(=O)Cl)cc1[N+](=O)[O-]. The product is COc1cccc(C2(O)CCCN(C(=O)c3ccc(C)c([N+](=O)[O-])c3)C2)c1. Reaction SMILES: [CH3:14][O:15][c:16]1[cH:17][c:18]([C:22]2([OH:28])[CH2:23][NH:24][CH2:25][CH2:26][CH2:27]2)[cH:19][cH:20][cH:21]1.[CH3:1][c:2]1[c:3]([N+:11](=[O:12])[O-:13])[cH:4][c:5]([C:6](=[O:7])[Cl:8])[cH:9][cH:10]1>>[CH3:1][c:2]1[c:3]([N+:11](=[O:12])[O-:13])[cH:4][c:5]([C:6](=[O:7])[N:24]2[CH2:23][C:22]([c:18]3[cH:17][c:16]([O:15][CH3:14])[cH:21][cH:20][cH:19]3)([OH:28])[CH2:27][CH2:26][CH2:25]2)[cH:9][cH:10]1.